This data is from the Open Reaction Database (ORD), a public repository of structured organic reaction records. The task is: describe an organic reaction: reactants, conditions, products, and yield The reactants are CC(C)(C)OC(=O)NC1CN(c2c(F)cc3c(=O)c(C(=O)O)cn(C4CC4)c3c2Cl)CC12CC2, NC1CNCC12CC2, NC1CNCC12CC2. Product: NC1CN(c2c(F)cc3c(=O)c(C(=O)O)cn(C4CC4)c3c2Cl)CC12CC2. RXN SMILES: [C:17]([O:18][C:19](=[O:20])[NH:24][CH:25]1[CH2:26][N:27]([c:32]2[c:33]([F:50])[cH:34][c:35]3[c:36](=[O:49])[c:37]([C:46](=[O:47])[OH:48])[cH:38][n:39]([CH:43]4[CH2:44][CH2:45]4)[c:40]3[c:41]2[Cl:42])[CH2:28][C:29]12[CH2:30][CH2:31]2)([CH3:21])([CH3:22])[CH3:23].[NH2:1][CH:2]1[C:3]2([CH2:4][CH2:5]2)[CH2:6][NH:7][CH2:8]1.[NH2:9][CH:10]1[C:11]2([CH2:12][CH2:13]2)[CH2:14][NH:15][CH2:16]1>>[NH2:24][CH:25]1[CH2:26][N:27]([c:32]2[c:33]([F:50])[cH:34][c:35]3[c:36](=[O:49])[c:37]([C:46](=[O:47])[OH:48])[cH:38][n:39]([CH:43]4[CH2:44][CH2:45]4)[c:40]3[c:41]2[Cl:42])[CH2:28][C:29]12[CH2:30][CH2:31]2.